Dataset: the Open Reaction Database (ORD), a public repository of structured organic reaction records. Task: describe an organic reaction: reactants, conditions, products, and yield The reactants are C=CCCCCC=C (1,7-octadiene), [OH-].[Na+] (sodium hydroxide), OO (hydrogen peroxide), resultant solution, B (Borane). Solvent: O (water), O1CCCC1 (tetrahydrofuran), O1CCCC1 (tetrahydrofuran). Run at temperature 25 celsius, time 15 minute. Yields the product C(CCCCCC=C)O (Oct-7-en-1-ol). As a reaction SMILES: [CH2:1]=[CH:2][CH2:3][CH2:4][CH2:5][CH2:6][CH:7]=[CH2:8].B.[OH-:10].[Na+].OO>O.O1CCCC1>[CH2:1]([OH:10])[CH2:2][CH2:3][CH2:4][CH2:5][CH2:6][CH:7]=[CH2:8] |f:2.3|. Procedure details: A mixture containing 1.7 liter of anhydrous tetrahydrofuran (distilled from sodium/benzophenone ketyl) and 600 g (5.4 mol) of distilled 1,7-octadiene (Aldrich Chemical Co. Inc.) was prepared under nitrogen. Borane in tetrahydrofuran (1 M, 600 ml, 0.60 mol) was added dropwise to the mixture over a 1.0 hr period while the mixture was maintained at 25° C. The resultant solution was stirred for 1 hr at room temperature and then 25 ml of water was added thereto followed by 300 ml of 3 M sodium hydrox... The yield is 95.6%. Procedure: To 8-quinolinecarboxylic acid (10.0 g, 57.8 mmol) in an ice/methanol bath was added thionyl chloride (90.0 ml, 123.4 mmol) in one portion. The reaction mixture was slowly warmed to room temperature and was stirred for 24 hours. Dichloromethane (100 ml) was added and the reaction mixture was refluxed for 1 hour. The solvents were removed by distillation under reduced pressure and the residue was dried for 24 hours at 80° C. in high vacuum to afford 12.6 g (96%) of 8-quinolinecarboxylic acid chlor... The reactants are N1=CC=CC2=CC=CC(=C12)C(=O)O (8-quinolinecarboxylic acid), S(=O)(Cl)Cl (thionyl chloride). Yields the product Cl.N1=CC=CC2=CC=CC(=C12)C(=O)Cl (8-quinolinecarboxylic acid chloride hydrochloride). As a reaction SMILES: [N:1]1[C:10]2[C:5](=[CH:6][CH:7]=[CH:8][C:9]=2[C:11]([OH:13])=O)[CH:4]=[CH:3][CH:2]=1.S(Cl)([Cl:16])=O>ClCCl>[ClH:16].[N:1]1[C:10]2[C:5](=[CH:6][CH:7]=[CH:8][C:9]=2[C:11]([Cl:16])=[O:13])[CH:4]=[CH:3][CH:2]=1 |f:3.4|. The solvent is ClCCl (Dichloromethane). Run at time 24 hour. Reactants: C(#CCC)Br (butynyl bromide), C1(O)=CC=C(O)C=C1 (hydroquinone), C(=O)([O-])[O-].[K+].[K+] (K2CO3). Product: C(C#CC)OC1=CC=C(C=C1)O (4-But-2-ynyloxy-phenol). Isolated yield 24.7%. As a reaction SMILES: [C:1](Br)#[C:2][CH2:3][CH3:4].[C:6]1([CH:13]=[CH:12][C:10]([OH:11])=[CH:9][CH:8]=1)[OH:7].C([O-])([O-])=O.[K+].[K+]>>[CH2:1]([O:7][C:6]1[CH:13]=[CH:12][C:10]([OH:11])=[CH:9][CH:8]=1)[C:2]#[C:3][CH3:4] |f:2.3.4|. Procedure details: To a solution containing butynyl bromide (1 g, 7.5 mmol), hydroquinone (827 mg, 7.5 mmol), and K2CO3 (1.04 g, 7.5 mmol) was refluxed for 10 h. Solvent was removed in vacuo and the crude product was dissolved in EtOAc and partitioned with water. Organic layer was separated and washed with water and dried over anhydrous Na2SO4. The solvent was removed in vacuo to obtain the crude product (0.3 g, 25%), which was used for the next step without further purification; LCMS 99%, m/z 162.2 (M+). Reactants: CCOC(=O)C (EtOAc), C(C)(C)(C)NNC1=NC(=NC=C1F)Cl (4-(2-tert-butylhydrazinyl)-2-chloro-5-fluoropyrimidine), C(C)(C)(C)NNC1=NC(=NC=C1F)Cl (4-(2-tert-butylhydrazinyl)-2-chloro-5-fluoropyrimidine), C(C)(=O)OCCBr (2-bromoethyl acetate), C(=O)([O-])[O-].[K+].[K+] (K2CO3). Solvent: [Cl-].[Na+].O (brine), C(C)#N (acetonitrile). Run at time 8 hour. Yields the product C(C)(C)(C)N(NC1=NC(=NC=C1F)Cl)CC(=O)OCC (ethyl 2-(1-tert-butyl-2-(2-chloro-5-fluoropyrimidin-4-yl)hydrazinyl)ethanoate). RXN SMILES: [C:1]([NH:5][NH:6][C:7]1[C:12]([F:13])=[CH:11][N:10]=[C:9]([Cl:14])[N:8]=1)([CH3:4])([CH3:3])[CH3:2].[C:15]([O:18][CH2:19][CH2:20]Br)(=[O:17])[CH3:16].C([O-])([O-])=O.[K+].[K+].CCOC(C)=O>C(#N)C.[Cl-].[Na+].O>[C:1]([N:5]([CH2:16][C:15]([O:18][CH2:19][CH3:20])=[O:17])[NH:6][C:7]1[C:12]([F:13])=[CH:11][N:10]=[C:9]([Cl:14])[N:8]=1)([CH3:4])([CH3:2])[CH3:3] |f:2.3.4,7.8.9|. Procedure: To a suspension of 4-(2-tert-butylhydrazinyl)-2-chloro-5-fluoropyrimidine, 151a, (1.50 g, 6.86 mmol) in acetonitrile (68 mL) was added 2-bromoethyl acetate (0.84 mL, 7.55 mmol) and K2CO3 (2.28 g, 16.46 mmol). The reaction mixture was stirred at room temperature overnight. The mixture was diluted into EtOAc and brine. The organic phase was dried over MgSO4, filtered and concentrated in vacuo. The residue was purified by silica gel chromatography (30% EtOAc/Hexanes) to afford 1 g of the desired pr... The reactants are ClC1=NC(=CC(=N1)NCCS(=O)(=O)O)Cl (2-(2,6-Dichloropyrimidin-4-ylamino)-ethanesulfonic acid), ClC1=NC(=NC(=C1)N1CCCC1)N1CCCC1 (4-chloro-2,6-di-1-pyrrolidinylpyrimidine). The product is N1(CCCC1)C1=NC(=CC(=N1)NCCS(=O)(=O)O)N1CCCC1 (2-(2,6-Di-1-pyrrolidinylpyrimidin-4-ylamino)ethanesulfonic acid). Reaction SMILES: ClC1N=C([NH:8][CH2:9][CH2:10][S:11]([OH:14])(=[O:13])=[O:12])C=C(Cl)N=1.Cl[C:17]1[CH:22]=[C:21]([N:23]2[CH2:27][CH2:26][CH2:25][CH2:24]2)[N:20]=[C:19]([N:28]2[CH2:32][CH2:31][CH2:30][CH2:29]2)[N:18]=1>>[N:28]1([C:19]2[N:18]=[C:17]([NH:8][CH2:9][CH2:10][S:11]([OH:14])(=[O:13])=[O:12])[CH:22]=[C:21]([N:23]3[CH2:27][CH2:26][CH2:25][CH2:24]3)[N:20]=2)[CH2:32][CH2:31][CH2:30][CH2:29]1. Procedure: The 2-(2,6-dichloropyrimidin-4-ylamino)ethanesulfonic acid (III, EXAMPLE 97, 3.0 g) is dissolved in pyrrolidine (IV, 125 ml) and heated to reflux. Solvent evaporation gives a semisolid which is chromatographed on 155 g of silica gel eluting with chloroform/3.9M ammonia in methanol (7/3). An initial fraction of 150 ml is collected followed by 15 ml fractions. Fractions 8-18 contained the desired product. Solvent evaporation and drying under high vacuum gives a solid (a portion of which) is rechro...